Dataset: the Open Reaction Database (ORD), a public repository of structured organic reaction records. Task: describe an organic reaction: reactants, conditions, products, and yield Reactants: C1CCOC1, Fc1cccc(CSc2nc(Cl)cc(Cl)n2)c1F, [H-], [Na+], CC(O)COC(c1ccccc1)(c1ccccc1)c1ccccc1. Yields the product CC(COC(c1ccccc1)(c1ccccc1)c1ccccc1)Oc1cc(Cl)nc(SCc2cccc(F)c2F)n1. RXN SMILES: [CH2:45]1[O:46][CH2:47][CH2:48][CH2:49]1.[Cl:25][c:26]1[n:27][c:28]([S:33][CH2:34][c:35]2[c:36]([F:42])[c:37]([F:41])[cH:38][cH:39][cH:40]2)[n:29][c:30]([Cl:32])[cH:31]1.[H-:43].[Na+:44].[c:1]1([C:7]([O:8][CH2:9][CH:10]([CH3:11])[OH:12])([c:13]2[cH:14][cH:15][cH:16][cH:17][cH:18]2)[c:19]2[cH:20][cH:21][cH:22][cH:23][cH:24]2)[cH:2][cH:3][cH:4][cH:5][cH:6]1>>[c:1]1([C:7]([O:8][CH2:9][CH:10]([CH3:11])[O:12][c:30]2[n:29][c:28]([S:33][CH2:34][c:35]3[c:36]([F:42])[c:37]([F:41])[cH:38][cH:39][cH:40]3)[n:27][c:26]([Cl:25])[cH:31]2)([c:13]2[cH:14][cH:15][cH:16][cH:17][cH:18]2)[c:19]2[cH:20][cH:21][cH:22][cH:23][cH:24]2)[cH:2][cH:3][cH:4][cH:5][cH:6]1. The reactants are BrC1=CC=C(C=C1)CCCO (3-(4-Bromophenyl)propan-1-ol), C(C)(C)N(CC)C(C)C (diisopropylethylamine), CS(=O)(=O)Cl (methanesulphonyl chloride). The solvent is ClCCl (dichloromethane). Conditions: time 1 hour. Yields the product CS(=O)(=O)OCCCC1=CC=C(C=C1)Br (3-(4-Bromophenyl)propyl methanesulphonate). Yield: 98.9%. RXN SMILES: [Br:1][C:2]1[CH:7]=[CH:6][C:5]([CH2:8][CH2:9][CH2:10][OH:11])=[CH:4][CH:3]=1.C(N(C(C)C)CC)(C)C.[CH3:21][S:22](Cl)(=[O:24])=[O:23]>ClCCl>[CH3:21][S:22]([O:11][CH2:10][CH2:9][CH2:8][C:5]1[CH:4]=[CH:3][C:2]([Br:1])=[CH:7][CH:6]=1)(=[O:24])=[O:23]. Procedure: To a stirred solution of 3-(4-Bromophenyl)propan-1-ol (500 g, 2.30 mol) and diisopropylethylamine (312 g, 2.40 mol) in anhydrous dichloromethane (4 L) at 0˜5° C. was added dropwise methanesulphonyl chloride (280 g, 2.40 mol) slowly. After addition, the reaction mixture was stirred for 1 hour at 0˜5° C. The reaction mixture was washed with brine (1 L) twice. The organic phase was concentrated in vacuo to afford the subtitle compound (i) (667 g). HPLC Retention Time=1.353 min. Reaction conditions: temperature 80 celsius, time 30 minute. Starting materials: N(=O)[O-].[Na+] (NaNO2), ice, NC1=CC(=C(C=O)C(=C1)C)C (4-amino-2,6-dimethylbenzaldehyde), [H+].[B-](F)(F)(F)F (HBF4), C(C=C)(=O)OC(C)(C)C (tert-butyl acrylate). The reagents and catalysts are CC(=O)[O-].CC(=O)[O-].[Pd+2] (Pd(OAc)2). The solvent is O (water). Procedure details: A solution of NaNO2 (102 mg) in water (1 mL) was added to an ice cold mixture of 4-amino-2,6-dimethylbenzaldehyde (Example 5-1, step 3) (220 mg) and 48% HBF4 (0.5 mL). After 30 min at 0° C., tert-butyl acrylate (0.43 mL) and Pd(OAc)2 (10 mg) were added and the mixture was heated to 80° C. (or in a water bath) for 30 min. The suspension was filtered through Celite, washed with CH2Cl2 and the filtrate extracted with CH2Cl2. The combined organic layers were dried, filtered and concentrated. The res... Product: C(C)(C)(C)OC(C=CC1=CC(=C(C(=C1)C)C=O)C)=O (3-(4-formyl-3,5-dimethylphenyl)-acrylic acid tert-butyl ester). Reaction SMILES: N([O-])=O.[Na+].N[C:6]1[CH:13]=[C:12]([CH3:14])[C:9]([CH:10]=[O:11])=[C:8]([CH3:15])[CH:7]=1.[H+].[B-](F)(F)(F)F.[C:22]([O:26][C:27]([CH3:30])([CH3:29])[CH3:28])(=[O:25])[CH:23]=[CH2:24]>O.CC([O-])=O.CC([O-])=O.[Pd+2]>[C:27]([O:26][C:22](=[O:25])[CH:23]=[CH:24][C:6]1[CH:13]=[C:12]([CH3:14])[C:9]([CH:10]=[O:11])=[C:8]([CH3:15])[CH:7]=1)([CH3:30])([CH3:29])[CH3:28] |f:0.1,3.4,7.8.9|.